This data is from the Open Reaction Database (ORD), a public repository of structured organic reaction records. The task is: describe an organic reaction: reactants, conditions, products, and yield Procedure: To a solution in DMSO (20 mL) of 4,4-bis(4-(2-quinolylmethoxy)phenyl)pentan-1-ol (410 mg, 0.74 mmol), prepared as in Example 4, and 1,3-dicyclohexylcarbodiimide (515 mg, 2.5 mmol) was added aqueous 1M phosophoric acid (0.5 mL) and the resulting mixture was stirred at room temperature for 4 hours. Ethyl acetate (80 mL) was added and dicyclohexylurea was filtered off. The filtrate was washed with water and brine dried over MgSO4, filtered, and concentrated in vacuo. The residue was purified by chr... The reactants are N1=C(C=CC2=CC=CC=C12)COC1=CC=C(C=C1)C(CCCO)(C)C1=CC=C(C=C1)OCC1=NC2=CC=CC=C2C=C1 (4,4-bis(4-(2-quinolylmethoxy)phenyl)pentan-1-ol), C1(CCCCC1)N=C=NC1CCCCC1 (1,3-dicyclohexylcarbodiimide), C(C)(=O)OCC (Ethyl acetate), phosophoric acid. Isolated yield 68.5%. Yields the product N1=C(C=CC2=CC=CC=C12)COC1=CC=C(C=C1)C(CCC=O)(C)C1=CC=C(C=C1)OCC1=NC2=CC=CC=C2C=C1 (4,4-bis(4-(2-quinolylmethoxy)phenyl)pentanal). As a reaction SMILES: [N:1]1[C:10]2[C:5](=[CH:6][CH:7]=[CH:8][CH:9]=2)[CH:4]=[CH:3][C:2]=1[CH2:11][O:12][C:13]1[CH:18]=[CH:17][C:16]([C:19]([C:25]2[CH:30]=[CH:29][C:28]([O:31][CH2:32][C:33]3[CH:42]=[CH:41][C:40]4[C:35](=[CH:36][CH:37]=[CH:38][CH:39]=4)[N:34]=3)=[CH:27][CH:26]=2)([CH3:24])[CH2:20][CH2:21][CH2:22][OH:23])=[CH:15][CH:14]=1.C1(N=C=NC2CCCCC2)CCCCC1.C(OCC)(=O)C>CS(C)=O>[N:1]1[C:10]2[C:5](=[CH:6][CH:7]=[CH:8][CH:9]=2)[CH:4]=[CH:3][C:2]=1[CH2:11][O:12][C:13]1[CH:18]=[CH:17][C:16]([C:19]([C:25]2[CH:30]=[CH:29][C:28]([O:31][CH2:32][C:33]3[CH:42]=[CH:41][C:40]4[C:35](=[CH:36][CH:37]=[CH:38][CH:39]=4)[N:34]=3)=[CH:27][CH:26]=2)([CH3:24])[CH2:20][CH2:21][CH:22]=[O:23])=[CH:15][CH:14]=1. Reaction conditions: time 4 hour. The solvent is CS(=O)C (DMSO). Reactants: Cc1ncc[nH]1, O=S(=O)([O-])[O-], O=[N+]([O-])O, O=S(=O)(O)O. The product is Cc1ncc([N+](=O)[O-])[nH]1. As a reaction SMILES: [CH3:1][c:2]1[nH:3][cH:4][cH:5][n:6]1.[O-:12][S:13](=[O:14])(=[O:15])[O-:16].[OH:17][N+:18]([O-:19])=[O:20].[S:7](=[O:8])(=[O:9])([OH:10])[OH:11]>>[CH3:1][c:2]1[nH:3][c:4]([N+:18](=[O:17])[O-:19])[cH:5][n:6]1.